This data is from the Open Reaction Database (ORD), a public repository of structured organic reaction records. The task is: describe an organic reaction: reactants, conditions, products, and yield Reactants: COC(=O)c1ccc(CN2CC3CN(Cc4ccc(Oc5nc6ccccc6s5)cc4)CC3C2)cc1, CC(C)O, ClCCl, Cl, [K+], [OH-], O. Yields the product O=C(O)c1ccc(CN2CC3CN(Cc4ccc(Oc5nc6ccccc6s5)cc4)CC3C2)cc1. Reaction SMILES: [CH3:1][O:2][C:3]([c:4]1[cH:5][cH:6][c:7]([CH2:10][N:11]2[CH2:12][CH:13]3[CH2:14][N:15]([CH2:19][c:20]4[cH:21][cH:22][c:23]([O:26][c:27]5[s:28][c:29]6[c:30]([n:31]5)[cH:32][cH:33][cH:34][cH:35]6)[cH:24][cH:25]4)[CH2:16][CH:17]3[CH2:18]2)[cH:8][cH:9]1)=[O:36].[CH:41]([OH:42])([CH3:43])[CH3:44].[Cl:45][CH2:46][Cl:47].[ClH:40].[K+:39].[OH-:38].[OH2:37]>>[O:2]=[C:3]([c:4]1[cH:5][cH:6][c:7]([CH2:10][N:11]2[CH2:12][CH:13]3[CH2:14][N:15]([CH2:19][c:20]4[cH:21][cH:22][c:23]([O:26][c:27]5[s:28][c:29]6[c:30]([n:31]5)[cH:32][cH:33][cH:34][cH:35]6)[cH:24][cH:25]4)[CH2:16][CH:17]3[CH2:18]2)[cH:8][cH:9]1)[OH:36]. Starting materials: FC=1C=CC(=C(C1)C(C#CC1=CC=CC=C1)O)OC (1-(5-fluoro-2-methoxy-phenyl)-3-phenyl-prop-2-yn-1-ol), COC1=C(C=O)C=C(C(=C1)OC)C (2,4-dimethoxy-5-methyl-benzaldehyde). The product is COC1=C(C=C(C(=C1)OC)C)C(C#CC1=CC=CC=C1)O (1-(2,4-Dimethoxy-5-methyl-phenyl)-3-phenyl-prop-2-yn-1-ol). Yield: 89.0%. Reaction SMILES: F[C:2]1[CH:3]=[CH:4][C:5](OC)=[C:6]([CH:8](O)[C:9]#CC2C=CC=CC=2)[CH:7]=1.[CH3:20][O:21][C:22]1[CH:29]=[C:28]([O:30][CH3:31])[C:27]([CH3:32])=[CH:26][C:23]=1[CH:24]=[O:25]>>[CH3:20][O:21][C:22]1[CH:29]=[C:28]([O:30][CH3:31])[C:27]([CH3:32])=[CH:26][C:23]=1[CH:24]([OH:25])[C:9]#[C:8][C:6]1[CH:7]=[CH:2][CH:3]=[CH:4][CH:5]=1. Reported procedure: Following the procedure used to prepare 1-(5-fluoro-2-methoxy-phenyl)-3-phenyl-prop-2-yn-1-ol, 2,4-dimethoxy-5-methyl-benzaldehyde (1.00 g, 5.55 mmol) was reacted to give the title compound (1.39 g, 89%). 1H NMR (400 MHz, DMSO-d6): δ 7.43-7.30 (m, 6H), 6.61 (s, 1H), 5.79-5.70 (m, 2H), 3.83 (s, 3H), 3.82 (s, 3H), 2.09 (s, 3H). The reactants are NC1=C(C=CC=C1C)O (2-amino-3-methylphenol), CCOC1=C(C(=O)C1=O)OCC (diethyl squarate). Solvent: C(C)O (ethanol). Reaction conditions: time 48 hour. Product: C(C)OC=1C(C(C1NC1=C(C=CC=C1C)O)=O)=O (3-ethoxy-4-(2-hydroxy-6-methylphenylamino)-cyclobut-3-ene-1,2-dione). Reaction SMILES: [NH2:1][C:2]1[C:7]([CH3:8])=[CH:6][CH:5]=[CH:4][C:3]=1[OH:9].[CH3:10][CH2:11][O:12][C:13]1[C:17](=O)[C:15](=[O:16])[C:14]=1[O:19]CC>C(O)C>[CH2:11]([O:12][C:13]1[C:14](=[O:19])[C:15](=[O:16])[C:17]=1[NH:1][C:2]1[C:7]([CH3:8])=[CH:6][CH:5]=[CH:4][C:3]=1[OH:9])[CH3:10]. Procedure: A solution of 2-amino-3-methylphenol (3.6 g, 29.2 mmol) and diethyl squarate (5 g, 29.4 mmol) in dry ethanol (80 mL) was heated to reflux for two days, then allowed to stand at room temperature for 48 hours. The reaction mixture was concentrated under reduced pressure and the resulting residue was suspended in ethyl acetate (50 mL). Hexane (50 mL) was added to produce a slurry, which was filtered, and rinsed with three portions of hexane:ethyl acetate (1:1). The resulting solid was suspended in ...